This data is from the Open Reaction Database (ORD), a public repository of structured organic reaction records. The task is: describe an organic reaction: reactants, conditions, products, and yield The reactants are COc1ccc2c(Oc3ccc(OCCN4CCCCC4)cc3)c(OS(=O)(=O)C(F)(F)F)ccc2c1, OB(O)c1c(F)cccc1F, [K+], [K+], [K+], CN(C)C=O, O=P([O-])([O-])[O-], c1ccc(P(c2ccccc2)(c2ccccc2)[Pd](P(c2ccccc2)(c2ccccc2)c2ccccc2)(P(c2ccccc2)(c2ccccc2)c2ccccc2)P(c2ccccc2)(c2ccccc2)c2ccccc2)cc1. The product is COc1ccc2c(Oc3ccc(OCCN4CCCCC4)cc3)c(-c3c(F)cccc3F)ccc2c1. As a reaction SMILES: [CH3:1][O:2][c:3]1[cH:4][c:5]2[cH:6][cH:7][c:8]([O:29][S:30]([C:31]([F:32])([F:33])[F:34])(=[O:35])=[O:36])[c:9]([O:13][c:14]3[cH:15][cH:16][c:17]([O:20][CH2:21][CH2:22][N:23]4[CH2:24][CH2:25][CH2:26][CH2:27][CH2:28]4)[cH:18][cH:19]3)[c:10]2[cH:11][cH:12]1.[F:37][c:38]1[c:39]([B:45]([OH:46])[OH:47])[c:40]([F:44])[cH:41][cH:42][cH:43]1.[K+:53].[K+:54].[K+:55].[O:56]=[CH:57][N:58]([CH3:59])[CH3:60].[P:48]([O-:49])([O-:50])([O-:51])=[O:52].[cH:61]1[cH:62][cH:63][c:64]([P:65]([Pd:66]([P:67]([c:68]2[cH:69][cH:70][cH:71][cH:72][cH:73]2)([c:74]2[cH:75][cH:76][cH:77][cH:78][cH:79]2)[c:80]2[cH:81][cH:82][cH:83][cH:84][cH:85]2)([P:86]([c:87]2[cH:88][cH:89][cH:90][cH:91][cH:92]2)([c:93]2[cH:94][cH:95][cH:96][cH:97][cH:98]2)[c:99]2[cH:100][cH:101][cH:102][cH:103][cH:104]2)[P:105]([c:106]2[cH:107][cH:108][cH:109][cH:110][cH:111]2)([c:112]2[cH:113][cH:114][cH:115][cH:116][cH:117]2)[c:118]2[cH:119][cH:120][cH:121][cH:122][cH:123]2)([c:124]2[cH:125][cH:126][cH:127][cH:128][cH:129]2)[c:130]2[cH:131][cH:132][cH:133][cH:134][cH:135]2)[cH:136][cH:137]1>>[CH3:1][O:2][c:3]1[cH:4][c:5]2[cH:6][cH:7][c:8](-[c:39]3[c:38]([F:37])[cH:43][cH:42][cH:41][c:40]3[F:44])[c:9]([O:13][c:14]3[cH:15][cH:16][c:17]([O:20][CH2:21][CH2:22][N:23]4[CH2:24][CH2:25][CH2:26][CH2:27][CH2:28]4)[cH:18][cH:19]3)[c:10]2[cH:11][cH:12]1. The reactants are C([O-])([O-])=O.[Cs+].[Cs+] (Cesium carbonate), OC=1C=C(C(=O)NC2=NC=C(N=C2)C)C=C(C1)O[C@H](COC)C (3-hydroxy-5-{[(1S)-1-methyl-2-(methyloxy)ethyl]oxy}-N-(5-methylpyrazin-2-yl)benzamide), N1(CCC1)C(=O)C1=NC=C(C=C1)Br (2-(azetidin-1-ylcarbonyl)-5-bromopyridine), bromotris(triphenylphosphine)copper. Procedure details: Cesium carbonate (489 mg, 1.5 mmol) was added to a solution of 3-hydroxy-5-{[(1S)-1-methyl-2-(methyloxy)ethyl]oxy}-N-(5-methylpyrazin-2-yl)benzamide (159 mg, 0.5 mmol) and 2-(azetidin-1-ylcarbonyl)-5-bromopyridine (181 mg, 0.75 mmol) and bromotris(triphenylphosphine)copper (93 mg, 0.1 mmol) in DMA (5 mL) and the stirred mixture heated at 160° C. in a microwave reactor for 4 hours. The mixture was cooled to RT and ambient pressure, partitioned between water (75 mL) and ethyl acetate (50 mL), the ... Run in CC(=O)N(C)C (DMA). Run at temperature 160 celsius. The product is N1(CCC1)C(=O)C1=CC=C(C=N1)OC=1C=C(C(=O)NC2=NC=C(N=C2)C)C=C(C1)O[C@H](COC)C (3-{[6-(Azetidin-1-ylcarbonyl)pyridin-3-yl]oxy}-5-{[(1S)-1-methyl-2-(methyloxy)ethyl]oxy}-N-(5-methylpyrazin-2-yl)benzamide). As a reaction SMILES: C(=O)([O-])[O-].[Cs+].[Cs+].[OH:7][C:8]1[CH:9]=[C:10]([CH:21]=[C:22]([O:24][C@@H:25]([CH3:29])[CH2:26][O:27][CH3:28])[CH:23]=1)[C:11]([NH:13][C:14]1[CH:19]=[N:18][C:17]([CH3:20])=[CH:16][N:15]=1)=[O:12].[N:30]1([C:34]([C:36]2[CH:41]=[CH:40][C:39](Br)=[CH:38][N:37]=2)=[O:35])[CH2:33][CH2:32][CH2:31]1>CC(N(C)C)=O>[N:30]1([C:34]([C:36]2[N:37]=[CH:38][C:39]([O:7][C:8]3[CH:9]=[C:10]([CH:21]=[C:22]([O:24][C@@H:25]([CH3:29])[CH2:26][O:27][CH3:28])[CH:23]=3)[C:11]([NH:13][C:14]3[CH:19]=[N:18][C:17]([CH3:20])=[CH:16][N:15]=3)=[O:12])=[CH:40][CH:41]=2)=[O:35])[CH2:33][CH2:32][CH2:31]1 |f:0.1.2|. The reactants are O=C1CCC(CC1)C(=O)OC (methyl 4-oxocyclohexanecarboxylate), [Cr](=O)(=O)([O-])Cl.[NH+]1=CC=CC=C1 (pyridinium chlorochromate). Yields the product 2-carbon, O=C1CCC(CC1)C(=O)OC (methyl 4-oxocyclohexanecarboxylate), O=CC=C1CCC(CC1)C(=O)OC (methyl 4-(oxoethylidene)cyclohexanecarboxylate). Reaction SMILES: [Cr](Cl)([O-])(=O)=[O:2].[NH+]1[CH:11]=[CH:10][CH:9]=[CH:8][CH:7]=1.[O:12]=[C:13]1[CH2:18][CH2:17][CH:16]([C:19]([O:21][CH3:22])=[O:20])[CH2:15][CH2:14]1>>[O:12]=[C:13]1[CH2:18][CH2:17][CH:16]([C:19]([O:21][CH3:22])=[O:20])[CH2:15][CH2:14]1.[O:2]=[CH:7][CH:8]=[C:9]1[CH2:14][CH2:15][CH:16]([C:19]([O:21][CH3:22])=[O:20])[CH2:11][CH2:10]1 |f:0.1|. Reported procedure: The epoxides used as the starting materials in the general process described above can be obtained from available starting materials using an appropriate series of reactions. Thus, methyl 4-hydroxybenzoate is hydrogenated using 5% rhodium on alumina as catalyst to give methyl 4-hydroxycyclohexanecarboxylate. This is then oxidized with pyridinium chlorochromate resulting in methyl 4-oxocyclohexanecarboxylate. The 2-carbon homologation of methyl 4-oxocyclohexanecarboxylate to give methyl 4-(oxoeth... The product is FC(F)(F)OCc1ccccc1. As a reaction SMILES: [Br:1][CH2:2][c:3]1[cH:4][cH:5][cH:6][cH:7][cH:8]1.[CH3:14][N:15]([S+:16]([N:17]([CH3:18])[CH3:19])[N:20]([CH3:21])[CH3:22])[CH3:23].[CH3:24][C:25]#[N:26].[F:9][C:10]([O-:11])([F:12])[F:13]>>[CH2:2]([c:3]1[cH:4][cH:5][cH:6][cH:7][cH:8]1)[O:11][C:10]([F:9])([F:12])[F:13]. Reactants: BrCc1ccccc1, CN(C)[S+](N(C)C)N(C)C, CC#N, [O-]C(F)(F)F. Starting materials: CON(C(=O)C=1C(=NC(=NC1)SCC)N)C (4-amino-2-ethylsulfanyl-pyrimidine-5-carboxylic acid methoxy-methyl-amide), ClC1=CC=C(C=C1)[Mg]Br (4-chlorophenyl magnesium bromide). Yields the product NC1=NC(=NC=C1C(=O)C1=CC=C(C=C1)Cl)SCC ((4-amino-2-ethylsulfanyl-pyrimidin-5-yl)-(4-chloro-phenyl)-methanone). Reaction SMILES: CON(C)[C:4]([C:6]1[C:7]([NH2:15])=[N:8][C:9]([S:12][CH2:13][CH3:14])=[N:10][CH:11]=1)=[O:5].[Cl:17][C:18]1[CH:23]=[CH:22][C:21]([Mg]Br)=[CH:20][CH:19]=1>>[NH2:15][C:7]1[C:6]([C:4]([C:21]2[CH:22]=[CH:23][C:18]([Cl:17])=[CH:19][CH:20]=2)=[O:5])=[CH:11][N:10]=[C:9]([S:12][CH2:13][CH3:14])[N:8]=1. Procedure: The same procedure as described in Example 353 was used, starting from 4-amino-2-ethylsulfanyl-pyrimidine-5-carboxylic acid methoxy-methyl-amide (Example 1) and 4-chlorophenyl magnesium bromide (Aldrich) to give (4-amino-2-ethylsulfanyl-pyrimidin-5-yl)-(4-chloro-phenyl)-methanone. MS (M+H)+, 294. Starting materials: BrB(Br)Br, ClCCl, COc1cccc(-c2nc(SC)nc3sc(C(=O)NC(C)(C)C)c(N)c23)c1, [Na+], O=C([O-])O. Product: CSc1nc(-c2cccc(O)c2)c2c(N)c(C(=O)NC(C)(C)C)sc2n1. RXN SMILES: [B:28]([Br:29])([Br:30])[Br:31].[Cl:37][CH2:38][Cl:39].[NH2:1][c:2]1[c:3]([C:21](=[O:22])[NH:23][C:24]([CH3:25])([CH3:26])[CH3:27])[s:4][c:5]2[n:6][c:7]([S:19][CH3:20])[n:8][c:9](-[c:11]3[cH:12][c:13]([O:17][CH3:18])[cH:14][cH:15][cH:16]3)[c:10]12.[Na+:36].[O-:32][C:33]([OH:34])=[O:35]>>[NH2:1][c:2]1[c:3]([C:21](=[O:22])[NH:23][C:24]([CH3:25])([CH3:26])[CH3:27])[s:4][c:5]2[n:6][c:7]([S:19][CH3:20])[n:8][c:9](-[c:11]3[cH:12][c:13]([OH:17])[cH:14][cH:15][cH:16]3)[c:10]12. Starting materials: [Al+3], C1CCOC1, [H-], [H-], [H-], [H-], [Li+], COC(=O)C(N)CC1CCCCO1. The product is NC(CO)CC1CCCCO1. Reaction SMILES: [Al+3:15].[CH2:20]1[O:21][CH2:22][CH2:23][CH2:24]1.[H-:14].[H-:17].[H-:18].[H-:19].[Li+:16].[NH2:1][CH:2]([C:3](=[O:4])[O:5][CH3:6])[CH2:7][CH:8]1[O:9][CH2:10][CH2:11][CH2:12][CH2:13]1>>[NH2:1][CH:2]([CH2:3][OH:4])[CH2:7][CH:8]1[O:9][CH2:10][CH2:11][CH2:12][CH2:13]1. Starting materials: BrC=1C=CC(=C(C1)CC(=O)O)CCC1=C(C(=CC=C1)OC)C (5-Bromo-2-[2-(3-methoxy-2-methylphenyl)-ethyl]-phenylacetic acid), solution, [OH-].[Na+] (sodium hydroxide), O=P12OP3(=O)OP(=O)(O1)OP(=O)(O2)O3 (phosphorous pentoxide). The solvent is C1(=CC=CC=C1)C (toluene). Reaction conditions: temperature 90 celsius. The product is BrC1=CC2=C(CCC3=C(C(C2)=O)C=CC(=C3C)OC)C=C1 (8-Bromo-2-methoxy-1-methyl-11,12-dihydro-6H-dibenzo[a,e]cycloocten-5-one). Isolated yield 55.0%. As a reaction SMILES: [Br:1][C:2]1[CH:3]=[CH:4][C:5]([CH2:12][CH2:13][C:14]2[CH:19]=[CH:18][CH:17]=[C:16]([O:20][CH3:21])[C:15]=2[CH3:22])=[C:6]([CH2:8][C:9](O)=O)[CH:7]=1.O=P12OP3(OP(OP(O3)(O1)=O)(=O)O2)=O.[OH-:37].[Na+]>C1(C)C=CC=CC=1>[Br:1][C:2]1[CH:3]=[CH:4][C:5]2[CH2:12][CH2:13][C:14]3[C:15]([CH3:22])=[C:16]([O:20][CH3:21])[CH:17]=[CH:18][C:19]=3[C:9](=[O:37])[CH2:8][C:6]=2[CH:7]=1 |f:2.3|. Procedure details: To a stirred suspension of 5-bromo-2-[2-(3-methoxy-2-methyl-phenyl)-ethyl]-phenylacetic acid (11) (4.38 g; 12.06 mmol) in toluene (20 mL), was added phosphorous pentoxide (6.0 g; 42.2 mmol). The mixture was heated at 90° C. for 16 hours. The mixture was cooled, treated with 1.0 N solution of sodium hydroxide and extracted with chloroform. The extracts were combined, dried over Na2SO4, and evaporated. The resultant residue was chromatograped on silica gel using hexane and ethyl acetate (4:1) to g...